The task is: describe an organic reaction: reactants, conditions, products, and yield. This data is from the Open Reaction Database (ORD), a public repository of structured organic reaction records. Starting materials: [OH-].[Na+] (sodium hydroxide), mercuric acetate, C=12C3=C(C(=CC1)C2)C=CC=C3 (benzobicyclo[2.2.1]heptadiene), [BH4-].[Na+] (sodium borohydride). Solvent: O (water), O (water), O1CCCC1 (tetrahydrofuran). Run at time 24 hour. Yields the product C1=2C3=C(C(=CC1=O)C2)C=CC=C3 (2-Benzobicyclo[2.2.1]hepteneone). Reaction SMILES: [C:1]12[CH2:7][C:4](=[CH:5][CH:6]=1)[C:3]1[CH:8]=[CH:9][CH:10]=[CH:11][C:2]2=1.[OH-:12].[Na+].[BH4-].[Na+]>O.O1CCCC1>[C:4]12[C:5](=[O:12])[CH:6]=[C:1]([CH:7]=1)[C:2]1[CH:11]=[CH:10][CH:9]=[CH:8][C:3]2=1 |f:1.2,3.4|. Reported procedure: A solution of mercuric acetate (4 g) in water (10 ml) was treated with a solution of benzobicyclo[2.2.1]heptadiene (2 g) in tetrahydrofuran (25 ml) and the resulting mixture was stirred at room temperature for 24 hours. The solution was treated with a solution of 10% sodium hydroxide in water (5 ml), followed by sodium borohydride (0.5 g). The resulting mixture was stirred for 30 minutes and the resulting layers were separated. The aqueous layer was extracted with ether (2×30 ml) and the combine... Reactants: NNC(=S)N (Thiosemicarbazide), O=C(CCCNC(C)=O)C1=CC=CC=C1 (N-(4-oxo-4-phenyl-butyl)-acetamide), Cl (HCl), O (water). Run in CO (methanol). The product is NC(=S)NN=C(CCCNC(C)=O)C1=CC=CC=C1 (N-[4-[(Aminothioxomethyl)hydrazono]-4-phenylbutyl]acetamide). Yield: 60.7%. Reaction SMILES: [NH2:1][NH:2][C:3]([NH2:5])=[S:4].O=[C:7]([C:15]1[CH:20]=[CH:19][CH:18]=[CH:17][CH:16]=1)[CH2:8][CH2:9][CH2:10][NH:11][C:12](=[O:14])[CH3:13].Cl.O>CO>[NH2:5][C:3]([NH:2][N:1]=[C:7]([C:15]1[CH:20]=[CH:19][CH:18]=[CH:17][CH:16]=1)[CH2:8][CH2:9][CH2:10][NH:11][C:12](=[O:14])[CH3:13])=[S:4]. Reported procedure: Thiosemicarbazide (2.85 g, 31.3 mmol) was added to a solution of N-(4-oxo-4-phenyl-butyl)-acetamide (4.28 g, 20.9 mmol), prepared in the previous step, in 75 ml of methanol plus 5.6 ml of 1 N HCl, plus 5.6 ml of water and the reaction stirred at room temperature for 42 hours. The reaction was concentrated under reduced pressure to remove the methanol. The residue was partitioned between methylene chloride and water. The organic layer was separated, washed five times with water, dried (MgSO4) and... Starting materials: N#Cc1ccc(OCCCCCCl)cc1, CN(C)C=O, [H-], [Na+], CC(C)N(C(=O)c1ccc(O)cc1)C(C)C. Yields the product CC(C)N(C(=O)c1ccc(OCCCCCOc2ccc(C#N)cc2)cc1)C(C)C. RXN SMILES: [C:19](#[N:20])[c:21]1[cH:22][cH:23][c:24]([O:25][CH2:26][CH2:27][CH2:28][CH2:29][CH2:30][Cl:31])[cH:32][cH:33]1.[CH3:34][N:35]([CH3:36])[CH:37]=[O:38].[H-:17].[Na+:18].[OH:1][c:2]1[cH:3][cH:4][c:5]([C:6](=[O:7])[N:8]([CH:9]([CH3:10])[CH3:11])[CH:12]([CH3:13])[CH3:14])[cH:15][cH:16]1>>[O:1]([c:2]1[cH:3][cH:4][c:5]([C:6](=[O:7])[N:8]([CH:9]([CH3:10])[CH3:11])[CH:12]([CH3:13])[CH3:14])[cH:15][cH:16]1)[CH2:30][CH2:29][CH2:28][CH2:27][CH2:26][O:25][c:24]1[cH:23][cH:22][c:21]([C:19]#[N:20])[cH:33][cH:32]1. Reactants: C(CCCO)O (1,4-butanediol), ClCC(=O)O (chloroacetic acid). Run in C1(=CC=C(C=C1)S(=O)(=O)O)C (para-toluenesulphonic acid). Product: ClCC(=O)OCCCCOC(CCl)=O (Chloroacetic Acid 4-(2-chloroacetoxy)-butyl Ester). As a reaction SMILES: [CH2:1]([OH:6])[CH2:2][CH2:3][CH2:4][OH:5].[Cl:7][CH2:8][C:9]([OH:11])=O>C1(C)C=CC(S(O)(=O)=O)=CC=1>[Cl:7][CH2:8][C:9]([O:5][CH2:4][CH2:3][CH2:2][CH2:1][O:6][C:9](=[O:11])[CH2:8][Cl:7])=[O:11]. Procedure: In a 2 liter, 4 neck round bottom flask equipped with a mechanical stirrer, a solution of 75 grams of 1,4-butanediol, 240 grams of chloroacetic acid and 3 grams of para-toluenesulphonic acid 750 ml toluene was refluxed for 6 hours using a Dean-Stark apparatus. The solution was then cooled to room temperature. The toluene layer was washed with water (2×300 ml), 5% sodium bicarbonate solution (3×500 ml), water (2×300 ml), dried over sodium sulfate, and distilled to get crude 21, which was purified...